From a dataset of the Open Reaction Database (ORD), a public repository of structured organic reaction records. describe an organic reaction: reactants, conditions, products, and yield Starting materials: CC(CC=O)(CC=O)C (3,3-dimethylglutaraldehyde), S(=O)(=O)([O-])[O-].[Mg+2] (magnesium sulfate), C1(=CC=CC=C1)NC(=O)N (phenylurea). The reagents and catalysts are O.C1(=CC=C(C=C1)S(=O)(=O)O)C (p-toluenesulfonic acid monohydrate). The solvent is C1CCOC1 (THF), C1CCOC1 (THF). Conditions: time 40 minute. Product: CC1(C=CN(C=C1)C(=O)NC1=CC=CC=C1)C (1,4-Dihydro-4,4-dimethyl-N-phenyl-1-pyridinecarboxamide). Isolated yield 100.1%. As a reaction SMILES: [CH3:1][C:2]([CH3:9])([CH2:6][CH:7]=O)[CH2:3][CH:4]=O.S([O-])([O-])(=O)=O.[Mg+2].[C:16]1([NH:22][C:23]([NH2:25])=[O:24])[CH:21]=[CH:20][CH:19]=[CH:18][CH:17]=1>C1COCC1.O.C1(C)C=CC(S(O)(=O)=O)=CC=1>[CH3:1][C:2]1([CH3:9])[CH:6]=[CH:7][N:25]([C:23]([NH:22][C:16]2[CH:21]=[CH:20][CH:19]=[CH:18][CH:17]=2)=[O:24])[CH:4]=[CH:3]1 |f:1.2,5.6|. Procedure details: A mixture of 4.57 g (0.036 mole) of 3,3-dimethylglutaraldehyde, 0.20 g (0.001 mole) of p-toluenesulfonic acid monohydrate and 8.64 g (0.072 mole) of anhydrous magnesium sulfate in 300 ml of dry THF was heated to reflux under nitrogen. 4.89 g (0.036 mole) of phenylurea in 125 ml of dry THF was added over a period of 1 hour. Refluxing was continued for an additional 40 minutes before the reaction mixture was filtered and the filtrate evaporated in vacuo to yield 8.23 g of a brown oil. The crude pr... The reactants are ClC=1C=C(CP(OCC)(OCC)=O)C=CC1[N+](=O)[O-] (diethyl (3-chloro-4-nitrobenzyl)phosphonate), ClCC1=C(C(=C(C=C1)[N+](=O)[O-])OC)F (1-(chloromethyl)-2-fluoro-3-methoxy-4-nitrobenzene), ClCC1=C(C(=C(C=C1)[N+](=O)[O-])OC)F (1-(chloromethyl)-2-fluoro-3-methoxy-4-nitrobenzene). The product is FC1=C(CP(OCC)(OCC)=O)C=CC(=C1OC)[N+](=O)[O-] (Diethyl (2-fluoro-3-methoxy-4-nitrobenzyl)phosphonate). As a reaction SMILES: ClC1C=C(C=CC=1[N+]([O-])=O)C[P:6](=[O:13])([O:10][CH2:11][CH3:12])[O:7][CH2:8][CH3:9].Cl[CH2:21][C:22]1[CH:27]=[CH:26][C:25]([N+:28]([O-:30])=[O:29])=[C:24]([O:31][CH3:32])[C:23]=1[F:33]>>[F:33][C:23]1[C:24]([O:31][CH3:32])=[C:25]([N+:28]([O-:30])=[O:29])[CH:26]=[CH:27][C:22]=1[CH2:21][P:6](=[O:13])([O:10][CH2:11][CH3:12])[O:7][CH2:8][CH3:9]. Reported procedure: The title compound was prepared using the procedure from Compound 104C (Diethyl (3-chloro-4-nitrobenzyl)phosphonate) with 1-(chloromethyl)-2-fluoro-3-methoxy-4-nitrobenzene (Compound 147C). 1H NMR (CDCl3, 400 MHz): δ=1.28-1.32 (m, 6 H), 3.19-3.31 (m, 2 H), 7.14-7.22 (m, 1 H), 7.54-7.61 (m, 1 H). MS (ES+): m/z 322.08 [MH+] (TOF, polar). Reactants: N(=NC(=O)OC(C)(C)C)C(=O)OC(C)(C)C (di t-butyl azodicarboxylate), CC=1OC2=C(C1)C(=CC(=C2)C(=O)OC)O (2-Methyl-4-hydroxy-6-methoxycarbonylbenzofuran), S1C=C(C=C1)CCO (2-(3-thienyl) ethanol), C1(=CC=CC=C1)P(C1=CC=CC=C1)C1=CC=CC=C1 (triphenyl phosphine). The solvent is C(Cl)Cl (DCM). Reaction conditions: temperature 5 celsius, time 8 hour. Yields the product CC=1OC2=C(C1)C(=CC(=C2)C(=O)OC)OCCC2=CSC=C2 (2-Methyl-4-(2-thien-3-ylethoxy)-6-methoxycarbonylbenzofuran). Isolated yield 7.9%. Reaction SMILES: [CH3:1][C:2]1[O:3][C:4]2[CH:10]=[C:9]([C:11]([O:13][CH3:14])=[O:12])[CH:8]=[C:7]([OH:15])[C:5]=2[CH:6]=1.[S:16]1[CH:20]=[CH:19][C:18]([CH2:21][CH2:22]O)=[CH:17]1.C1(P(C2C=CC=CC=2)C2C=CC=CC=2)C=CC=CC=1.N(C(OC(C)(C)C)=O)=NC(OC(C)(C)C)=O>C(Cl)Cl>[CH3:1][C:2]1[O:3][C:4]2[CH:10]=[C:9]([C:11]([O:13][CH3:14])=[O:12])[CH:8]=[C:7]([O:15][CH2:22][CH2:21][C:18]3[CH:19]=[CH:20][S:16][CH:17]=3)[C:5]=2[CH:6]=1. Reported procedure: To a solution of 2-methyl-4-hydroxy-6-methoxycarbonylbenzofuran (Method 12; 1.24 g, 6.0 mmol) and 2-(3-thienyl) ethanol (768 mg, 0.67 ml, 6.0 mmol) in DCM (DCM, 50 ml) was added polymer-supported triphenyl phosphine (2.5 g, ca 3 mmol/g, 1.5 eq), and the suspension cooled to 5° C. under an argon atmosphere. To this was added di t-butyl azodicarboxylate (1.725 g, 7.5 mmol, 1.5 eq), and the reaction mixture stirred overnight, allowing to warm to ambient temperature. It was then filtered through dia... The reactants are CN1CCOCC1, O=C(O)C1CCCN1C(=O)OCc1ccc(Cl)cc1, CC(C)COC(=O)Cl, CC(C)C(N)CO. The product is CC(C)C(CO)NC(=O)C1CCCN1C(=O)OCc1ccc(Cl)cc1. As a reaction SMILES: [CH3:28][N:29]1[CH2:30][CH2:31][O:32][CH2:33][CH2:34]1.[Cl:1][c:2]1[cH:3][cH:4][c:5]([CH2:6][O:7][C:8](=[O:9])[N:10]2[CH:11]([C:12](=[O:13])[OH:14])[CH2:15][CH2:16][CH2:17]2)[cH:18][cH:19]1.[Cl:20][C:21]([O:22][CH2:23][CH:24]([CH3:25])[CH3:26])=[O:27].[NH2:35][CH:36]([CH:37]([CH3:38])[CH3:39])[CH2:40][OH:41]>>[Cl:1][c:2]1[cH:3][cH:4][c:5]([CH2:6][O:7][C:8](=[O:9])[N:10]2[CH:11]([C:12](=[O:14])[NH:35][CH:36]([CH:37]([CH3:38])[CH3:39])[CH2:40][OH:41])[CH2:15][CH2:16][CH2:17]2)[cH:18][cH:19]1.